This data is from the Open Reaction Database (ORD), a public repository of structured organic reaction records. The task is: describe an organic reaction: reactants, conditions, products, and yield The reactants are ClC=1C=C(C(=NC1)C(=O)NC=1C=CC2=C(C1)[C@@]1([C@H](S(C(C(=N1)N(C(OC(C)(C)C)=O)C(=O)OC(C)(C)C)(C)C)(=O)=O)CCS2)C)C (tert-butyl N-[(4aR,11bR)-10-[(5-chloro-3-methyl-pyridine-2-carbonyl)amino]-3,3,11b-trimethyl-4,4-dioxo-5,6-dihydro-4aH-[1]benzothiepino[4,5-b][1,4]thiazin-2-yl]-N-tert-butoxycarbonyl-carbamate), C1CCOC1 (THF), O (Water), C(=O)(C(F)(F)F)O (TFA), OOS(=O)[O-].[K+] (Oxone). Solvent: CO (MeOH), CCOC(=O)C (EtOAc). Reaction conditions: time 72 hour. Product: NC1=N[C@]2([C@H](S(C1(C)C)(=O)=O)CCS(C1=C2C=C(C=C1)NC(C1=NC=C(C=C1C)Cl)=O)(=O)=O)C (N-((4aR,11bR)-2-amino-3,3,11b-trimethyl-4,4,7,7-tetraoxido-4a,5,6,11b-tetrahydro-3H-benzo[6,7]thiepino[4,5-b][1,4]thiazin-10-yl)-5-chloro-3-methylpicolinamide). The yield is 51.3%. RXN SMILES: [Cl:1][C:2]1[CH:3]=[C:4]([CH3:46])[C:5]([C:8]([NH:10][C:11]2[CH:12]=[CH:13][C:14]3S[CH2:43][CH2:42][C@H:18]4[S:19](=O)(=[O:40])[C:20]([CH3:39])([CH3:38])[C:21]([N:23](C(OC(C)(C)C)=O)C(=O)OC(C)(C)C)=[N:22][C@:17]4([CH3:45])[C:15]=3[CH:16]=2)=[O:9])=[N:6][CH:7]=1.C1COCC1.O[O:53][S:54]([O-:56])=O.[K+].C(O)(C(F)(F)F)=O.[OH2:65]>CCOC(C)=O.CO>[NH2:23][C:21]1[C:20]([CH3:38])([CH3:39])[S:19](=[O:40])(=[O:65])[C@@H:18]2[CH2:42][CH2:43][S:54](=[O:56])(=[O:53])[C:14]3[CH:13]=[CH:12][C:11]([NH:10][C:8](=[O:9])[C:5]4[C:4]([CH3:46])=[CH:3][C:2]([Cl:1])=[CH:7][N:6]=4)=[CH:16][C:15]=3[C@@:17]2([CH3:45])[N:22]=1 |f:2.3|. Reported procedure: A vial was charged with tert-butyl N-[(4aR,11bR)-10-[(5-chloro-3-methyl-pyridine-2-carbonyl)amino]-3,3,11b-trimethyl-4,4-dioxo-5,6-dihydro-4aH-[1]benzothiepino[4,5-b][1,4]thiazin-2-yl]-N-tert-butoxycarbonyl-carbamate (90 mg, 0.130 mmol), THF (556 μl) water (185 μl) and MeOH (556 μl). Oxone (239 mg, 0.389 mmol) was added, and the mixture was stirred at RT for 72 h. Water and EtOAc were added, and the layers were separated. The organic portion was dried, filtered and concentrated. The crude materi...